From a dataset of the Open Reaction Database (ORD), a public repository of structured organic reaction records. describe an organic reaction: reactants, conditions, products, and yield The reactants are CC(C(=O)OCC)(CCCC)C (ethyl 2,2-dimethylhexanoate), C(CCC)[Li] (n-Butyllithium), CP(OC)(OC)=O (dimethyl methylphosphonate), C1CCOC1 (THF), C1CCOC1 (THF). Solvent: C(C)(=O)O (acetic acid). Yields the product O=C(CP(OC)(OC)=O)C(CCCC)(C)C (Dimethyl 2-Oxo-3,3-dimethylheptylphosphonate). Reaction SMILES: C([Li])CCC.[CH3:6][P:7](=[O:12])([O:10][CH3:11])[O:8][CH3:9].C1COCC1.[CH3:18][C:19]([CH3:29])([CH2:25][CH2:26][CH2:27][CH3:28])[C:20](OCC)=[O:21]>C(O)(=O)C>[O:21]=[C:20]([C:19]([CH3:29])([CH3:18])[CH2:25][CH2:26][CH2:27][CH3:28])[CH2:6][P:7](=[O:12])([O:10][CH3:11])[O:8][CH3:9]. Procedure: n-Butyllithium (400 ml.) is added slowly to a solution of dimethyl methylphosphonate (73.7 g.) in 1.3 l. of THF at about -66° C. To the mixture is added a solution of ethyl 2,2-dimethylhexanoate (53 g.) in 150 ml. of THF, and the resulting mixture is stirred at -70° C. for 2 hrs. Then, 46 ml. of acetic acid is added, and the mixture is concentrated under reduced pressure. The residue is mixed with portions of dichloromethane (about 1.2 l.) and water (about 150 ml.), shaken, and separated. The or...